This data is from the Open Reaction Database (ORD), a public repository of structured organic reaction records. The task is: describe an organic reaction: reactants, conditions, products, and yield Starting materials: [BH4-], CO, O=Cc1c(Cl)ccc(C2OCCO2)c1Cl, [Na+], O. Product: OCc1c(Cl)ccc(C2OCCO2)c1Cl. Reaction SMILES: [BH4-:16].[CH3:19][OH:20].[Cl:1][c:2]1[c:3]([CH:4]=[O:5])[c:6]([Cl:15])[cH:7][cH:8][c:9]1[CH:10]1[O:11][CH2:12][CH2:13][O:14]1.[Na+:17].[OH2:18]>>[Cl:1][c:2]1[c:3]([CH2:4][OH:5])[c:6]([Cl:15])[cH:7][cH:8][c:9]1[CH:10]1[O:11][CH2:12][CH2:13][O:14]1. The reactants are CC(C)(C)OC(=O)N(C(=O)OC(C)(C)C)c1nc(Br)c(C(=O)NCc2ccc(Cl)c(Oc3cc(Cl)cc(C#N)c3)c2F)[nH]1, ClCCl, O=C(O)C(F)(F)F. Product: O=C(O)C(F)(F)F, N#Cc1cc(Cl)cc(Oc2c(Cl)ccc(CNC(=O)c3[nH]c(N)nc3Br)c2F)c1. As a reaction SMILES: [CH3:8][C:9]([O:10][C:11]([N:15]([C:12]([O:13][C:14]([CH3:16])([CH3:17])[CH3:18])=[O:19])[c:23]1[nH:24][c:25]([C:29](=[O:30])[NH:31][CH2:32][c:33]2[c:34]([F:50])[c:35]([O:40][c:41]3[cH:42][c:43]([Cl:49])[cH:44][c:45]([C:47]#[N:48])[cH:46]3)[c:36]([Cl:39])[cH:37][cH:38]2)[c:26]([Br:28])[n:27]1)=[O:20])([CH3:21])[CH3:22].[Cl:51][CH2:52][Cl:53].[F:1][C:2]([C:3](=[O:4])[OH:5])([F:6])[F:7]>>[F:1][C:2]([C:3](=[O:4])[OH:5])([F:6])[F:7].[NH2:15][c:23]1[nH:24][c:25]([C:29](=[O:30])[NH:31][CH2:32][c:33]2[c:34]([F:50])[c:35]([O:40][c:41]3[cH:42][c:43]([Cl:49])[cH:44][c:45]([C:47]#[N:48])[cH:46]3)[c:36]([Cl:39])[cH:37][cH:38]2)[c:26]([Br:28])[n:27]1. The reactants are [Br-], O=C([O-])O, O=C1c2c(OCc3ccccc3)c(=O)cc(CO)n2CCN1Cc1ccc(Cl)c(Cl)c1, CC(C)=O, [O-]Cl, [K+], [K+], [Na+], [Na+], O=S(=O)([O-])O. The product is O=C(O)c1cc(=O)c(OCc2ccccc2)c2n1CCN(Cc1ccc(Cl)c(Cl)c1)C2=O. RXN SMILES: [Br-:38].[C:32]([OH:33])(=[O:34])[O-:35].[CH2:1]([c:2]1[cH:3][cH:4][cH:5][cH:6][cH:7]1)[O:8][c:9]1[c:10](=[O:31])[cH:11][c:12]([CH2:29][OH:30])[n:13]2[c:14]1[C:15](=[O:28])[N:16]([CH2:19][c:20]1[cH:21][c:22]([Cl:27])[c:23]([Cl:26])[cH:24][cH:25]1)[CH2:17][CH2:18]2.[CH3:48][C:49](=[O:50])[CH3:51].[Cl:39][O-:40].[K+:37].[K+:47].[Na+:36].[Na+:41].[S:42]([O-:43])([OH:44])(=[O:45])=[O:46]>>[CH2:1]([c:2]1[cH:3][cH:4][cH:5][cH:6][cH:7]1)[O:8][c:9]1[c:10](=[O:31])[cH:11][c:12]([C:29](=[O:30])[OH:33])[n:13]2[c:14]1[C:15](=[O:28])[N:16]([CH2:19][c:20]1[cH:21][c:22]([Cl:27])[c:23]([Cl:26])[cH:24][cH:25]1)[CH2:17][CH2:18]2. Reported procedure: The reaction of alpha-tocopherol with 4-aminobenzoic acid chloride was carried out in the same manner with Example I, except that 10 mol % of 4-(dimethylamino)pyridine was added together with pyridine. This reaction was confirmed to proceed in a similar pattern to that of Example I as measured by thin layer chromatography. The remaining processes of Example I were repeated to produce alpha-tocopherol 4-aminobenzoate (0.61 g, yield 68%). Starting materials: CC1=C(C2=C(C(=C1O)C)CC[C@@](O2)(C)CCC[C@H](C)CCC[C@H](C)CCCC(C)C)C (alpha-tocopherol), NC1=CC=C(C(=O)Cl)C=C1 (4-aminobenzoic acid chloride). The solvent is N1=CC=CC=C1 (pyridine). Yields the product CC1=C(C2=C(C(=C1O)C)CC[C@@](O2)(C)CCC[C@H](C)CCC[C@H](C)CCCC(C)C)C.NC1=CC=C(C(=O)[O-])C=C1 (alpha-tocopherol 4-aminobenzoate). Reagents/catalysts: CN(C1=CC=NC=C1)C (4-(dimethylamino)pyridine). Reaction SMILES: [CH3:1][C:2]1[C:7]([OH:8])=[C:6]([CH3:9])[C:5]2[CH2:10][CH2:11][C@:12]([CH2:15][CH2:16][CH2:17][C@@H:18]([CH2:20][CH2:21][CH2:22][C@@H:23]([CH2:25][CH2:26][CH2:27][CH:28]([CH3:30])[CH3:29])[CH3:24])[CH3:19])([CH3:14])[O:13][C:4]=2[C:3]=1[CH3:31].[NH2:32][C:33]1[CH:41]=[CH:40][C:36]([C:37](Cl)=[O:38])=[CH:35][CH:34]=1>CN(C)C1C=CN=CC=1.N1C=CC=CC=1>[CH3:1][C:2]1[C:7]([OH:8])=[C:6]([CH3:9])[C:5]2[CH2:10][CH2:11][C@:12]([CH2:15][CH2:16][CH2:17][C@@H:18]([CH2:20][CH2:21][CH2:22][C@@H:23]([CH2:25][CH2:26][CH2:27][CH:28]([CH3:30])[CH3:29])[CH3:24])[CH3:19])([CH3:14])[O:13][C:4]=2[C:3]=1[CH3:31].[NH2:32][C:33]1[CH:41]=[CH:40][C:36]([C:37]([O-:8])=[O:38])=[CH:35][CH:34]=1 |f:4.5|. Yield: 68.0%. Starting materials: C1NCCN2C1C=1N(CC3=C2C=CC=C3)C=CC1 (1,3,4,14b-tetrahydro-2H,10H-pyrazino[1,2-a]pyrrolo[2,1-c][1,4]-benzodiazepine), C(C=C)Br (allyl bromide). Solvent: CN(C=O)C (dimethyl formamide), C(C)N(CC)CC (triethylamine), C(C)OCC (diethyl ether). Reaction conditions: time 1 hour. Product: C(C=C)N1CC2N(C3=C(CN4C2=CC=C4)C=CC=C3)CC1 (2-allyl-1,3,4,14b-tetrahydro-10H--pyrazino[1,2-a]pyrrolo[2,1-c][1,4]-benzodiazepine). As a reaction SMILES: [CH2:1]1[CH:6]2[C:7]3[N:8]([CH:16]=[CH:17][CH:18]=3)[CH2:9][C:10]3[CH:15]=[CH:14][CH:13]=[CH:12][C:11]=3[N:5]2[CH2:4][CH2:3][NH:2]1.[CH2:19](Br)[CH:20]=[CH2:21]>CN(C)C=O.C(N(CC)CC)C.C(OCC)C>[CH2:21]([N:2]1[CH2:3][CH2:4][N:5]2[C:11]3[CH:12]=[CH:13][CH:14]=[CH:15][C:10]=3[CH2:9][N:8]3[CH:16]=[CH:17][CH:18]=[C:7]3[CH:6]2[CH2:1]1)[CH:20]=[CH2:19]. Procedure details: To the solution of 4.8 g of 1,3,4,14b-tetrahydro-2H,10H-pyrazino[1,2-a]pyrrolo[2,1-c][1,4]-benzodiazepine in 20 ml of dimethyl formamide and 2.44 g of triethylamine, 2.91 g of allyl bromide are added dropwise while stirring. After one hour, the mixture is diluted with diethyl ether, washed with water and saturated aqueous sodium chloride and the aqueous phase is once more extracted with diethyl ether. The combined organic solutions are washed with saturated aqueous sodium bicarbonate, dried, eva...